From a dataset of the Open Reaction Database (ORD), a public repository of structured organic reaction records. describe an organic reaction: reactants, conditions, products, and yield The reactants are IC=1C=C2C=NNC2=CC1 (5-iodoindazole), C(=O)O[Na] (HCOONa), [C]=O (carbon monoxide). Reagents/catalysts: Cl[Pd]([P](C1=CC=CC=C1)(C2=CC=CC=C2)C3=CC=CC=C3)([P](C4=CC=CC=C4)(C5=CC=CC=C5)C6=CC=CC=C6)Cl (PdCl2(PPh3)2). Solvent: [Cl-].[Na+].O (brine), CN(C)C=O (DMF). Run at time 6 hour. The product is N1N=CC2=CC(=CC=C12)C=O (1H-indazole-5-carboxaldehyde). Isolated yield 58.7%. RXN SMILES: I[C:2]1[CH:3]=[C:4]2[C:8](=[CH:9][CH:10]=1)[NH:7][N:6]=[CH:5]2.[CH:11](O[Na])=[O:12].[C]=O>CN(C=O)C.[Cl-].[Na+].O.Cl[Pd](Cl)([P](C1C=CC=CC=1)(C1C=CC=CC=1)C1C=CC=CC=1)[P](C1C=CC=CC=1)(C1C=CC=CC=1)C1C=CC=CC=1>[NH:7]1[C:8]2[C:4](=[CH:3][C:2]([CH:11]=[O:12])=[CH:10][CH:9]=2)[CH:5]=[N:6]1 |f:4.5.6,^3:14,^1:27,46|. Procedure details: A mixture of 5-iodoindazole (10 g, 41 mmol), HCOONa (5.57 g, 82 mmol) and PdCl2(PPh3)2 (1.44 g, 2.05 mmol) in DMF (60 mL) was put under vacuum and charged with carbon monoxide (CO). This process was repeated three times, after which the mixture was kept at 110° C. for 6 hr. After cooling to room temperature (rt), the reaction mixture was diluted with brine and extracted with EtOAc. The organic phases were combined, washed with brine, dried, and concentrated. The crude product was purified by col...